This data is from the Open Reaction Database (ORD), a public repository of structured organic reaction records. The task is: describe an organic reaction: reactants, conditions, products, and yield Reactants: [N+](=O)([O-])C=1C=C(C=CC1OC)C=1OC2=C(N1)C=C(C=C2)Br (2-(3-nitro-4-methoxyphenyl)-5-bromobenzoxazole), FC1=C(C=CC(=C1)F)B(O)O (2,4-difluorophenylboronic acid). Yields the product [N+](=O)([O-])C=1C=C(C=CC1OC)C=1OC2=C(N1)C=C(C=C2)C2=C(C=C(C=C2)F)F (2-(3-Nitro-4-methoxyphenyl)-5-(2,4-difluorophenyl)benzoxazole). As a reaction SMILES: [N+:1]([C:4]1[CH:5]=[C:6]([C:12]2[O:13][C:14]3[CH:20]=[CH:19][C:18](Br)=[CH:17][C:15]=3[N:16]=2)[CH:7]=[CH:8][C:9]=1[O:10][CH3:11])([O-:3])=[O:2].[F:22][C:23]1[CH:28]=[C:27]([F:29])[CH:26]=[CH:25][C:24]=1B(O)O>>[N+:1]([C:4]1[CH:5]=[C:6]([C:12]2[O:13][C:14]3[CH:20]=[CH:19][C:18]([C:26]4[CH:25]=[CH:24][C:23]([F:22])=[CH:28][C:27]=4[F:29])=[CH:17][C:15]=3[N:16]=2)[CH:7]=[CH:8][C:9]=1[O:10][CH3:11])([O-:3])=[O:2]. Procedure: Prepared by the method of Example 15d), from 2-(3-nitro-4-methoxyphenyl)-5-bromobenzoxazole (200 mg, 0.57 mmol) and 2,4-difluorophenylboronic acid (136 mg, 0.86 mmol) the subtitle compound was obtained, (57 mg, 26%). 1H NMR (DMSO) δ 8.71(d, 1H), 8.53(dd, 1H), 8.01(s, 1H), 7.97(d, 1H), 7.70(m, 3H), 7.48(dt, 1H), 7.30(dt, 1H), 4.12(s, 3H). MS 383 m/z (M+H)+. Reactants: COC1=CC=C(CNCCNC(=O)C=2SC=CC2NC2=C3C(=NC=C2)NC=C3)C=C1 (3-(1H-Pyrrolo[2,3-b]pyridin-4-ylamino)-thiophene-2-carboxylic acid [2-(4-methoxy-benzylamino)-ethyl]amide), FC(OC1=CC=C(C=O)C=C1)(F)F (4-(trifluoromethoxy)benzaldehyde). Product: FC(OC1=CC=C(CNCCNC(=O)C=2SC=CC2NC2=C3C(=NC=C2)NC=C3)C=C1)(F)F (3-(1H-Pyrrolo[2,3-b]pyridin-4-ylamino)-thiophene-2-carboxylic acid [2-(4-trifluoromethoxy-benzylamino)-ethyl]-amide). RXN SMILES: COC1C=CC(C[NH:8][CH2:9][CH2:10][NH:11][C:12]([C:14]2[S:15][CH:16]=[CH:17][C:18]=2[NH:19][C:20]2[CH:25]=[CH:24][N:23]=[C:22]3[NH:26][CH:27]=[CH:28][C:21]=23)=[O:13])=CC=1.[F:31][C:32]([F:43])([F:42])[O:33][C:34]1[CH:41]=[CH:40][C:37]([CH:38]=O)=[CH:36][CH:35]=1>>[F:31][C:32]([F:43])([F:42])[O:33][C:34]1[CH:41]=[CH:40][C:37]([CH2:38][NH:8][CH2:9][CH2:10][NH:11][C:12]([C:14]2[S:15][CH:16]=[CH:17][C:18]=2[NH:19][C:20]2[CH:25]=[CH:24][N:23]=[C:22]3[NH:26][CH:27]=[CH:28][C:21]=23)=[O:13])=[CH:36][CH:35]=1. Reported procedure: This compound was prepared in an analogous manner as 3-(1H-Pyrrolo[2,3-b]pyridin-4-ylamino)-thiophene-2-carboxylic acid [2-(4-methoxy-benzylamino)-ethyl]amide using 4-(trifluoromethoxy)benzaldehyde instead of 4-methoxy benzaldehyde. LCMS (ESI) 476 (M+H) 1H NMR (400 MHz, DMSO-d6) δ ppm 11.52 (1H, br. s.) 10.25 (1H, s) 8.04 (1H, t, J=5.52 Hz) 8.01 (1H, d, J=5.42 Hz) 7.77 (1H, d, J=5.47 Hz) 7.46 (1H, d, J=5.42 Hz) 7.42 (2H, d, J=8.69 Hz) 7.29 (1H, d, J=2.54 Hz) 7.23 (2H, d, J=8.44 Hz) 6.79 (1H, d, ... Reactants: acid chloride, [N+](=O)([O-])C1=CC=C(COC(=O)[C@H]2[C@](S[C@H]3N2C([C@H]3N)=O)(C)COC(NC(C)=O)=O)C=C1 ((2R,3S,5R,6R)2-(N-acetyl)carbamoyloxymethyl-6-amino-2-methylpenam-3-carboxylic acid p-nitrobenzyl ester), CN(C1=CC=CC=C1)C (dimethylaniline), Cl.C1(=CC=CC=C1)NCC(=O)Cl ((-)-phenylglycyl chloride hydrochloride), O (Water). The solvent is C(Cl)Cl (methylene chloride). Conditions: time 2 hour. Product: [N+](=O)([O-])C1=CC=C(COC(=O)[C@H]2[C@](S[C@H]3N2C([C@H]3NC([C@@H](C3=CC=CC=C3)N)=O)=O)(C)COC(NC(C)=O)=O)C=C1 ((2R,3S,5R,6R)2-(N-Acetyl)carbamoyloxymethyl-6-[(R)-2-Amino-2-phenylacetamido]-2-methylpenam-3-carboxylic Acid p-Nitrobenzyl Ester). Isolated yield 58.9%. As a reaction SMILES: [N+:1]([C:4]1[CH:31]=[CH:30][C:7]([CH2:8][O:9][C:10]([C@@H:12]2[N:16]3[C:17](=[O:20])[C@@H:18]([NH2:19])[C@H:15]3[S:14][C@:13]2([CH2:22][O:23][C:24](=[O:29])[NH:25][C:26](=[O:28])[CH3:27])[CH3:21])=[O:11])=[CH:6][CH:5]=1)([O-:3])=[O:2].CN(C)[C:34]1[CH:39]=[CH:38][CH:37]=[CH:36][CH:35]=1.Cl.C1([NH:48][CH2:49][C:50](Cl)=[O:51])C=CC=CC=1.O>C(Cl)Cl>[N+:1]([C:4]1[CH:31]=[CH:30][C:7]([CH2:8][O:9][C:10]([C@@H:12]2[N:16]3[C:17](=[O:20])[C@@H:18]([NH:19][C:50](=[O:51])[C@H:49]([NH2:48])[C:34]4[CH:35]=[CH:36][CH:37]=[CH:38][CH:39]=4)[C@H:15]3[S:14][C@:13]2([CH2:22][O:23][C:24](=[O:29])[NH:25][C:26](=[O:28])[CH3:27])[CH3:21])=[O:11])=[CH:6][CH:5]=1)([O-:3])=[O:2] |f:2.3|. Procedure: A solution of (2R,3S,5R,6R)2-(N-acetyl)carbamoyloxymethyl-6-amino-2-methylpenam-3-carboxylic acid p-nitrobenzyl ester (0.80 gm, 1.77 mmol) in methylene chloride (10 ml) was cooled to 2° and dimethylaniline (0.214 gm, 1.77 mmol) was added. To the stirred mixture was added (-)-phenylglycyl chloride hydrochloride (0.392 gm, 1.83 mmol) in two equal portions. The first portion was added at 2° and the reaction mixture was gradually warmed to 20° over a 90 minute period. The reaction did not appear to ... Starting materials: C(C)(C)(C)[Si](OCC(C#CC=1C=CC2=C(C3=NC(=CN3CCO2)C(=O)N)C1)(C1=NN=C(N1)C)C)(C)C (9-[4-(tert-Butyl-dimethyl-silanyloxy)-3-methyl-3-(5-methyl-4H-[1,2,4]triazol-3-yl)-but-1-ynyl]-4,5-dihydro-6-oxa-1,3a-diaza-benzo[e]azulene-2-carboxylic acid amide), CCCC[N+](CCCC)(CCCC)CCCC.[F-] (TBAF). Run in C1CCOC1 (THF). Run at time 14 hour. The product is OCC(C#CC=1C=CC2=C(C3=NC(=CN3CCO2)C(=O)N)C1)(C1=NN=C(N1)C)C (9-[4-hydroxy-3-methyl-3-(5-methyl-4H-[1,2,4]triazol-3-yl)-but-1-ynyl]-4,5-dihydro-6-oxa-1,3a-diaza-benzo[e]azulene-2-carboxylic acid amide). Isolated yield 22.4%. RXN SMILES: C([Si](C)(C)[O:6][CH2:7][C:8]([CH3:34])([C:28]1[NH:32][C:31]([CH3:33])=[N:30][N:29]=1)[C:9]#[C:10][C:11]1[CH:12]=[CH:13][C:14]2[O:23][CH2:22][CH2:21][N:20]3[C:16](=[N:17][C:18]([C:24]([NH2:26])=[O:25])=[CH:19]3)[C:15]=2[CH:27]=1)(C)(C)C.CCCC[N+](CCCC)(CCCC)CCCC.[F-]>C1COCC1>[OH:6][CH2:7][C:8]([CH3:34])([C:28]1[NH:32][C:31]([CH3:33])=[N:30][N:29]=1)[C:9]#[C:10][C:11]1[CH:12]=[CH:13][C:14]2[O:23][CH2:22][CH2:21][N:20]3[C:16](=[N:17][C:18]([C:24]([NH2:26])=[O:25])=[CH:19]3)[C:15]=2[CH:27]=1 |f:1.2|. Procedure details: 9-[4-(tert-Butyl-dimethyl-silanyloxy)-3-methyl-3-(5-methyl-4H-[1,2,4]triazol-3-yl)-but-1-ynyl]-4,5-dihydro-6-oxa-1,3a-diaza-benzo[e]azulene-2-carboxylic acid amide (120 mg, 0.2 mmol) was dissolved in THF (10 mL), TBAF (62.9 mg, 0.24 mmol) was added. The mixture was stirred at room temperature for 14 h. The mixture was purified via HPLC separation (0.1% HCOOH) to afford the titled compound (17.6 mg, 23.0%). 1H-NMR (DMSO-d6, 400 MHz): δ 114 (s, 1H), 8.45 (s, 1H), 7.77 (s, 1H), 7.51 (s, 1H), 7.29 (... The reactants are white solid, ClC1=NC(=CC=C1)OC1=CC(=NN1C)C(F)(F)F (2-chloro-6-[1-methyl-3-(trifluoromethyl)-pyrazol-5-yloxy]pyridine), FC(CN)(F)F (2,2,2-trifluoroethylamine), C([O-])([O-])=O.[Na+].[Na+] (sodium carbonate), COC1=CC=C(C=C1)P(C1=CC=C(C=C1)OC)C1=CC=C(C=C1)OC (tris(4-methoxyphenyl)phosphine). The reagents and catalysts are C(C)(=O)[O-].[Pd+2].C(C)(=O)[O-] (palladium(II) acetate). The solvent is CC1CCCCC1 (methylcyclohexane), CC1CCCCC1 (methylcyclohexane). Product: FC(CNC(=O)C1=NC(=CC=C1)OC1=CC(=NN1C)C(F)(F)F)(F)F (N-(2,2,2-Trifluoroethyl)-6-[1-methyl-3-(trifluoromethyl)pyrazol-5-yloxy]pyridine-2-carboxamide). RXN SMILES: Cl[C:2]1[CH:7]=[CH:6][CH:5]=[C:4]([O:8][C:9]2[N:13]([CH3:14])[N:12]=[C:11]([C:15]([F:18])([F:17])[F:16])[CH:10]=2)[N:3]=1.[F:19][C:20]([F:24])([F:23])[CH2:21][NH2:22].[C:25](=O)([O-])[O-:26].[Na+].[Na+].COC1C=CC(P(C2C=CC(OC)=CC=2)C2C=CC(OC)=CC=2)=CC=1>CC1CCCCC1.C([O-])(=O)C.[Pd+2].C([O-])(=O)C>[F:19][C:20]([F:24])([F:23])[CH2:21][NH:22][C:25]([C:2]1[CH:7]=[CH:6][CH:5]=[C:4]([O:8][C:9]2[N:13]([CH3:14])[N:12]=[C:11]([C:15]([F:18])([F:17])[F:16])[CH:10]=2)[N:3]=1)=[O:26] |f:2.3.4,7.8.9|. Procedure: Analogously to Example 14, 1.39 g (5 mmol) of 2-chloro-6-[1-methyl-3-(trifluoromethyl)-pyrazol-5-yloxy]pyridine, 0.75 g (7.57 mmol, 98 percent content) of 2,2,2-trifluoroethylamine, 0.80 g (7.55 mmol) of anhydrous sodium carbonate, 5.6 mg (25 μmol) of palladium(II) acetate and 88 mg (0.25 mmol) of tris(4-methoxyphenyl)phosphine in 20 ml of methylcyclohexane were reacted under a CO pressure of 21 bar. The yield was 0.96 g (75.4 percent) of a white solid. The melting point was 135.8° to 136.3° C. ... Isolated yield 83.9%. Run in CO (methanol). As a reaction SMILES: Cl.[NH2:2][OH:3].C([O-])(=O)C.[Na+].[CH2:9]1[C:13]2[C:14]3[CH2:20][CH2:19][CH2:18][CH2:17][C:15]=3[S:16][C:12]=2[C:11](=O)[CH2:10]1>CO>[CH2:9]1[C:13]2[C:14]3[CH2:20][CH2:19][CH2:18][CH2:17][C:15]=3[S:16][C:12]=2[C:11](=[N:2][OH:3])[CH2:10]1 |f:0.1,2.3|. Yields the product C1CC(C2=C1C1=C(S2)CCCC1)=NO (5,6,7,8-Tetrahydro-1H-benzo[b]cyclopenta[d]thiophen-3(2H)-one oxime). Starting materials: C(C)(=O)[O-].[Na+] (Sodium acetate), Cl.NO (hydroxylamine hydrochloride), C1CC(C2=C1C1=C(S2)CCCC1)=O (5,6,7,8-Tetrahydro-1H-benzo[b]cyclopenta[d]thiophen-3(2H)-one). Conditions: temperature 0 celsius, time 30 minute. Reported procedure: A 100-mL single-neck round-bottomed flask equipped with a mechanical stirrer and nitrogen inlet was charged with hydroxylamine hydrochloride (573 mg, 8.25 mmol) and methanol (10 mL). The mixture was cooled to 0° C. using an ice bath. Sodium acetate (677 mg, 8.25 mmol) was added. The mixture was stirred at 0° C. for 30 min. After this time, 105c (319 mg, 1.65 mmol) was added, and the reaction was stirred at room temperature for 16 h. After this time, the mixture was concentrated, and the resultin... Reactants: OC=1C=C(C=CC1)CCC#N (3-(3-hydroxyphenyl)propanenitrile), N(=NC(=O)OC(C)C)C(=O)OC(C)C (diisopropyl azodicarboxylate), CC1=C(CO)C(=CC=C1)C (2,6-Dimethylbenzyl alcohol), C1(=CC=CC=C1)P(C1=CC=CC=C1)C1=CC=CC=C1 (triphenylphosphine). The solvent is C1CCOC1 (THF), C1CCOC1 (THF). Yields the product CC1=C(COC=2C=C(C=CC2)CCC#N)C(=CC=C1)C (3-(3-(2,6-dimethylbenzyloxy)phenyl)propanenitrile). RXN SMILES: [OH:1][C:2]1[CH:3]=[C:4]([CH2:8][CH2:9][C:10]#[N:11])[CH:5]=[CH:6][CH:7]=1.N(C(OC(C)C)=O)=NC(OC(C)C)=O.[CH3:26][C:27]1[CH:34]=[CH:33][CH:32]=[C:31]([CH3:35])[C:28]=1[CH2:29]O.C1(P(C2C=CC=CC=2)C2C=CC=CC=2)C=CC=CC=1>C1COCC1>[CH3:26][C:27]1[CH:34]=[CH:33][CH:32]=[C:31]([CH3:35])[C:28]=1[CH2:29][O:1][C:2]1[CH:3]=[C:4]([CH2:8][CH2:9][C:10]#[N:11])[CH:5]=[CH:6][CH:7]=1. Procedure details: A solution of 3-(3-hydroxyphenyl)propanenitrile (Step B, 1.25 g, 8.5 mmol) and diisopropyl azodicarboxylate (DIAD, 1.87 g, 9.26 mmol) in dry THF (10 ml) was added drop wise to a solution of 2,6-Dimethylbenzyl alcohol (1.27 g, 9.3 mmol) and triphenylphosphine (TPP, 2.43 g, 9.26 mmol) in dry THF (30 ml) at 0° C. under argon. The reaction mixture was warmed to room temperature for 4 hours or until all the starting material is consumed, diluted with ether and washed with water (2×). The organic laye... The reactants are crude product, C1(=CC=C(C=C1)S(=O)(=O)O)C (p-toluene sulfonic acid), O (water). The solvent is C1(=CC=CC=C1)C (toluene). Product: CC=1CC2=C(C=CC=C2C1)C1=CC=CC2=CC=CC=C12 (2-Methyl-7-(1-naphthyl)indene). Isolated yield 4030.6%. Reaction SMILES: [C:1]1([CH3:11])[CH:6]=[CH:5][C:4](S(O)(=O)=O)=[CH:3][CH:2]=1.O>C1(C)C=CC=CC=1>[CH3:5][C:4]1[CH2:11][C:1]2[C:6]([CH:3]=1)=[CH:5][CH:4]=[CH:3][C:2]=2[C:5]1[C:6]2[C:1](=[CH:11][CH:2]=[CH:1][CH:6]=2)[CH:2]=[CH:3][CH:4]=1. Procedure details: The crude product was taken up in 200 cm3 of toluene, 0.5 g of p-toluene sulfonic acid was added, the reaction mixture was refluxed for 2 hours on a water separator and washed 3 times with 50 cm3 of saturated aqueous NaHCO3 solution, and the solvent was removed in vacuo. Filtration through 200 g of silica gel (hexane/methylene chloride) gave 10 g (86%) of 22 as a colorless oil. The reactants are OC1=C(C=NC2=CC=C(N=C12)OC1=CC=CC=C1)C(=O)OCC (ethyl 4-hydroxy-6-phenoxy-1,5-naphthyridine-3-carboxylate), P(=O)(Cl)(Cl)Cl (phosphorus oxychloride). Reaction conditions: temperature 50 celsius. The product is ClC1=C(C=NC2=CC=C(N=C12)OC1=CC=CC=C1)C(=O)OCC (ethyl 4-chloro-6-phenoxy-1,5-naphthyridine-3-carboxylate). As a reaction SMILES: O[C:2]1[C:11]2[C:6](=[CH:7][CH:8]=[C:9]([O:12][C:13]3[CH:18]=[CH:17][CH:16]=[CH:15][CH:14]=3)[N:10]=2)[N:5]=[CH:4][C:3]=1[C:19]([O:21][CH2:22][CH3:23])=[O:20].P(Cl)(Cl)([Cl:26])=O>>[Cl:26][C:2]1[C:11]2[C:6](=[CH:7][CH:8]=[C:9]([O:12][C:13]3[CH:18]=[CH:17][CH:16]=[CH:15][CH:14]=3)[N:10]=2)[N:5]=[CH:4][C:3]=1[C:19]([O:21][CH2:22][CH3:23])=[O:20]. Procedure: A mixture of ethyl 4-hydroxy-6-phenoxy-1,5-naphthyridine-3-carboxylate (3.0 g) and phosphorus oxychloride (25 ml) was heated at 50° C. for 1 hour and then worked up as described in Example B1 to give ethyl 4-chloro-6-phenoxy-1,5-naphthyridine-3-carboxylate, m.p. 133°-137° C. Reactants: CCN, O=C1N(c2ccc(OC(F)(F)F)cc2)CCC12CCN(S(=O)(=O)Cl)CC2. The product is CCNS(=O)(=O)N1CCC2(CCN(c3ccc(OC(F)(F)F)cc3)C2=O)CC1. As a reaction SMILES: [CH3:27][CH2:28][NH2:29].[O:1]=[C:2]1[N:3]([c:16]2[cH:17][cH:18][c:19]([O:22][C:23]([F:24])([F:25])[F:26])[cH:20][cH:21]2)[CH2:4][CH2:5][C:6]12[CH2:7][CH2:8][N:9]([S:12](=[O:13])(=[O:14])[Cl:15])[CH2:10][CH2:11]2>>[O:1]=[C:2]1[N:3]([c:16]2[cH:17][cH:18][c:19]([O:22][C:23]([F:24])([F:25])[F:26])[cH:20][cH:21]2)[CH2:4][CH2:5][C:6]12[CH2:7][CH2:8][N:9]([S:12](=[O:13])(=[O:14])[NH:29][CH2:28][CH3:27])[CH2:10][CH2:11]2.